describe an organic reaction: reactants, conditions, products, and yield From a dataset of the Open Reaction Database (ORD), a public repository of structured organic reaction records. The reactants are ClC1=NC=C(C(=O)NCC2=CC(=CC=C2)NS(=O)(=O)C)C=C1 (6-chloro-N-(3-methylsulphonylaminobenzyl)nicotinamide), ClC1=NC=C(C(=O)NCC2=CC(=CC=C2)NS(=O)(=O)C)C=C1 (6-chloro-N-(3-methylsulphonylaminobenzyl)nicotinamide), CC1=C(C=C(C(=O)NC=2SC=CN2)C=C1)B1OC(C(O1)(C)C)(C)C (4-methyl-3-(4,4,5,5-tetramethyl-[1,3,2]dioxaborolan-2-yl)-N-(thiazol-2-yl)-benzamide), CC1=C(C=C(C(=O)NC=2SC=CN2)C=C1)B1OC(C(O1)(C)C)(C)C (4-methyl-3-(4,4,5,5-tetramethyl-[1,3,2]dioxaborolan-2-yl)-N-(thiazol-2-yl)-benzamide). The product is CS(=O)(=O)NC=1C=C(CNC(C2=CN=C(C=C2)C2=C(C=CC(=C2)C(NC=2SC=CN2)=O)C)=O)C=CC1 (N-(3-Methylsulphonylaminobenzyl)-6-[2-methyl-5-(thiazol-2-ylcarbamoyl)-phenyl]-nicotinamide). As a reaction SMILES: Cl[C:2]1[CH:22]=[CH:21][C:5]([C:6]([NH:8][CH2:9][C:10]2[CH:15]=[CH:14][CH:13]=[C:12]([NH:16][S:17]([CH3:20])(=[O:19])=[O:18])[CH:11]=2)=[O:7])=[CH:4][N:3]=1.[CH3:23][C:24]1[CH:37]=[CH:36][C:27]([C:28]([NH:30][C:31]2[S:32][CH:33]=[CH:34][N:35]=2)=[O:29])=[CH:26][C:25]=1B1OC(C)(C)C(C)(C)O1>>[CH3:20][S:17]([NH:16][C:12]1[CH:11]=[C:10]([CH:15]=[CH:14][CH:13]=1)[CH2:9][NH:8][C:6](=[O:7])[C:5]1[CH:21]=[CH:22][C:2]([C:25]2[CH:26]=[C:27]([C:28](=[O:29])[NH:30][C:31]3[S:32][CH:33]=[CH:34][N:35]=3)[CH:36]=[CH:37][C:24]=2[CH3:23])=[N:3][CH:4]=1)(=[O:19])=[O:18]. Procedure: N-(3-Methylsulphonylaminobenzyl)-6-[2-methyl-5-(thiazol-2-ylcarbamoyl)-phenyl]-nicotinamide was prepared from 6-chloro-N-(3-methylsulphonylaminobenzyl)nicotinamide (Intermediate 4) and 4-methyl-3-(4,4,5,5-tetramethyl-[1,3,2]dioxaborolan-2-yl)-N-(thiazol-2-yl)-benzamide (Intermediate 11) using General Method B. LCMS: retention time 2.96 min, MH+ 522. NMR: δH [2H6]-DMSO 10.19,(2H, b), 9.35,(1H, t), 9.17,(1H, s), 8.38,(1H, dd), 8.22,(1H, s), 8.07,(1H, d), 7.84,(1H, d), 7.57,(1H, d), 7.52,(1H, d), 7...